The task is: describe an organic reaction: reactants, conditions, products, and yield. This data is from the Open Reaction Database (ORD), a public repository of structured organic reaction records. RXN SMILES: [C:21](#[N:22])[CH2:23][NH:24][C:25]([CH:26]([CH2:27][CH:28]([CH3:29])[CH3:30])[OH:31])=[O:32].[Cl:1][C:2]([Cl:3])([Cl:4])[C:18](=[NH:19])[O:20][CH:5]([c:6]1[cH:7][s:8][cH:9][cH:10]1)[c:11]1[cH:12][cH:13][c:14]([Br:17])[cH:15][cH:16]1.[Cl:49][CH2:50][Cl:51].[O:33]=[S:34](=[O:35])([OH:36])[CH2:37][C:38]12[CH2:39][CH2:40][CH:41]([C:42]1([CH3:43])[CH3:44])[CH2:45][C:46]2=[O:47].[OH2:48]>>[CH:5]([c:6]1[cH:7][s:8][cH:9][cH:10]1)([c:11]1[cH:12][cH:13][c:14]([Br:17])[cH:15][cH:16]1)[O:31][CH:26]([C:25]([NH:24][CH2:23][C:21]#[N:22])=[O:32])[CH2:27][CH:28]([CH3:29])[CH3:30]. The reactants are CC(C)CC(O)C(=O)NCC#N, N=C(OC(c1ccc(Br)cc1)c1ccsc1)C(Cl)(Cl)Cl, ClCCl, CC1(C)C2CCC1(CS(=O)(=O)O)C(=O)C2, O. The product is CC(C)CC(OC(c1ccc(Br)cc1)c1ccsc1)C(=O)NCC#N. Starting materials: N#CCBr, O=C([O-])[O-], CN(C)C=O, Cc1nc(N2CCC(c3ccc(F)cc3)CC2)c([N+](=O)[O-])c(=O)[nH]1, [K+], [K+]. Yields the product Cc1nc(N2CCC(c3ccc(F)cc3)CC2)c([N+](=O)[O-])c(=O)n1CC#N. Reaction SMILES: [Br:25][CH2:26][C:27]#[N:28].[C:29](=[O:30])([O-:31])[O-:32].[CH3:35][N:36]([CH3:37])[CH:38]=[O:39].[F:1][c:2]1[cH:3][cH:4][c:5]([CH:8]2[CH2:9][CH2:10][N:11]([c:14]3[c:15]([N+:22](=[O:23])[O-:24])[c:16](=[O:21])[nH:17][c:18]([CH3:20])[n:19]3)[CH2:12][CH2:13]2)[cH:6][cH:7]1.[K+:33].[K+:34]>>[F:1][c:2]1[cH:3][cH:4][c:5]([CH:8]2[CH2:9][CH2:10][N:11]([c:14]3[c:15]([N+:22](=[O:23])[O-:24])[c:16](=[O:21])[n:17]([CH2:26][C:27]#[N:28])[c:18]([CH3:20])[n:19]3)[CH2:12][CH2:13]2)[cH:6][cH:7]1. The reactants are C1(=CC=CC=C1)C1=[N+](C=C(N=C1C1=CC=CC=C1)NC)[O-] (2,3-diphenyl-5-(methylamino)pyrazine 1-oxide), C(C)(C)(C)OC(COCCCCBr)=O (2-(4-bromobutyloxy)acetic acid tert-butyl ester). Product: C1(=CC=CC=C1)C1=[N+](C=C(N=C1C1=CC=CC=C1)N(C)CCCCOCC(=O)OC(C)(C)C)[O-] (2,3-diphenyl-5-{N-[4-(tert-butoxycarbonylmethoxy)butyl]-N-methylamino}pyrazine 1-oxide). As a reaction SMILES: [C:1]1([C:7]2[C:12]([C:13]3[CH:18]=[CH:17][CH:16]=[CH:15][CH:14]=3)=[N:11][C:10]([NH:19][CH3:20])=[CH:9][N+:8]=2[O-:21])[CH:6]=[CH:5][CH:4]=[CH:3][CH:2]=1.[C:22]([O:26][C:27](=[O:35])[CH2:28][O:29][CH2:30][CH2:31][CH2:32][CH2:33]Br)([CH3:25])([CH3:24])[CH3:23]>>[C:1]1([C:7]2[C:12]([C:13]3[CH:14]=[CH:15][CH:16]=[CH:17][CH:18]=3)=[N:11][C:10]([N:19]([CH2:33][CH2:32][CH2:31][CH2:30][O:29][CH2:28][C:27]([O:26][C:22]([CH3:23])([CH3:25])[CH3:24])=[O:35])[CH3:20])=[CH:9][N+:8]=2[O-:21])[CH:2]=[CH:3][CH:4]=[CH:5][CH:6]=1. Procedure details: In the same manner as in Example 22, except that 2,3-diphenyl-5-(methylamino)pyrazine 1-oxide was used in place of 5,6-diphenyl-2-(methylamino)pyrazine and 2-(4-bromobutyloxy)acetic acid tert-butyl ester was used in place of 2-(4-bromobutyloxy)acetic acid methyl ester, the desired compound was prepared as a pale yellow oily substance. Run at time 10 minute. Run in CC(=O)C (acetone). The reactants are C1(CCCC1)C[C@@H](C(=O)O)CNOC1OCCCC1 ((2R)-3-cyclopentyl-2-{[(tetrahydro-2H-pyran-2-yloxy)amino]methyl}propanoic acid), CC1=NN(C(S1)=S)C=O (5-methyl-2-thioxo-[1,3,4]thiadiazole-3-carbaldehyde). Procedure details: To a solution of (2R)-3-cyclopentyl-2-{[(tetrahydro-2H-pyran-2-yloxy)amino]methyl}propanoic acid (97.05 g, 358 mmol) in acetone (1.1 L) at room temperature was added 5-methyl-2-thioxo-[1,3,4]thiadiazole-3-carbaldehyde (57.3 g, 358 mmol) (Tetrahedron Lett. 1985, 26, 3703-3706). When the reaction was deemed complete, the acetone was removed in vacuo. The residue was suspended in a mixture of hexanes (320 mL) and methyl-t-butyl ether (180 mL), then sonicated. After 10 min, the white solid (presumab... The product is C1(CCCC1)C[C@@H](C(=O)O)CN(OC1OCCCC1)C=O ((2R)-3-cyclopentyl-2-{[formyl(tetrahydro-2H-pyran-2-yloxy)amino]methyl}propanoic acid). RXN SMILES: [CH:1]1([CH2:6][C@H:7]([CH2:11][NH:12][O:13][CH:14]2[CH2:19][CH2:18][CH2:17][CH2:16][O:15]2)[C:8]([OH:10])=[O:9])[CH2:5][CH2:4][CH2:3][CH2:2]1.CC1SC(=S)N([CH:27]=[O:28])N=1>CC(C)=O>[CH:1]1([CH2:6][C@H:7]([CH2:11][N:12]([CH:27]=[O:28])[O:13][CH:14]2[CH2:19][CH2:18][CH2:17][CH2:16][O:15]2)[C:8]([OH:10])=[O:9])[CH2:5][CH2:4][CH2:3][CH2:2]1. Yield: 115.7%.